Dataset: the Open Reaction Database (ORD), a public repository of structured organic reaction records. Task: describe an organic reaction: reactants, conditions, products, and yield The reactants are C(C(C)C)N1C=C2C(=CC1=O)C(CN2)(C)C (6-isobutyl-3,3-dimethyl-1,2,3,6-tetrahydro-pyrrolo[2,3-c]pyridin-5-one), IC (iodomethane). Reaction SMILES: [CH2:1]([N:5]1[C:10](=[O:11])[CH:9]=[C:8]2[C:12]([CH3:16])([CH3:15])[CH2:13][NH:14][C:7]2=[CH:6]1)C(C)C.IC>>[CH3:15][C:12]1([CH3:16])[C:8]2[C:7](=[CH:6][N:5]([CH3:1])[C:10](=[O:11])[CH:9]=2)[NH:14][CH2:13]1. Product: CC1(CNC2=CN(C(C=C21)=O)C)C (3,3,6-Trimethyl-1,2,3,6-tetrahydro-pyrrolo[2,3-c]pyridin-5-one). Procedure details: Prepared in an analogous method to 6-isobutyl-3,3-dimethyl-1,2,3,6-tetrahydro-pyrrolo[2,3-c]pyridin-5-one using iodomethane instead of 3-bromo-2-methylpropene and omitting the hydrogenation step (see Preparations 128 and 130). Reactants: [Br-], [Li]CCCC, O=Cc1ccc(OCCCOCc2ccccc2)cc1, C[P+](c1ccccc1)(c1ccccc1)c1ccccc1, [Cl-], [NH4+], C1CCOC1. Product: C=Cc1ccc(OCCCOCc2ccccc2)cc1. RXN SMILES: [Br-:28].[CH2:1]([Li:2])[CH2:3][CH2:4][CH3:5].[CH2:6]([c:7]1[cH:8][cH:9][cH:10][cH:11][cH:12]1)[O:13][CH2:14][CH2:15][CH2:16][O:17][c:18]1[cH:19][cH:20][c:21]([CH:22]=[O:23])[cH:24][cH:25]1.[CH3:29][P+:30]([c:31]1[cH:32][cH:33][cH:34][cH:35][cH:36]1)([c:37]1[cH:38][cH:39][cH:40][cH:41][cH:42]1)[c:43]1[cH:44][cH:45][cH:46][cH:47][cH:48]1.[Cl-:26].[NH4+:27].[O:49]1[CH2:50][CH2:51][CH2:52][CH2:53]1>>[CH2:1]=[CH:22][c:21]1[cH:20][cH:19][c:18]([O:17][CH2:16][CH2:15][CH2:14][O:13][CH2:6][c:7]2[cH:8][cH:9][cH:10][cH:11][cH:12]2)[cH:25][cH:24]1.